Dataset: the Open Reaction Database (ORD), a public repository of structured organic reaction records. Task: describe an organic reaction: reactants, conditions, products, and yield The reactants are C(C)(=O)OCC(=O)[C@]1(CCC=2C(=C3C(C=4C=CC=CC4C(C3=C(C2C1)O)=O)=O)O)O (9(R)-acetoxyacetyl-6,9,11-trihydroxy-5,7,8,9,10,12-hexahydronaphthacene-5,12-dione), BrBr (bromine), C12C(CCCC1)O2 (cyclohexene oxide), Br (HBr). The solvent is C(Cl)(Cl)(Cl)Cl (carbon tetrachloride), C(Cl)(Cl)Cl (chloroform). Conditions: time 1.5 hour. Product: BrC1C=2C(=C3C(C=4C=CC=CC4C(C3=C(C2C[C@@](C1)(O)C(COC(C)=O)=O)O)=O)=O)O (7-bromo-9(S)-acetoxyacetyl-6,9,11-trihydroxy-5,7,8,9,10,12-hexahydronaphthacene-5,12-dione). RXN SMILES: [C:1]([O:4][CH2:5][C:6]([C@:8]1([OH:30])[CH2:25][C:24]2[C:23]([OH:26])=[C:22]3[C:13]([C:14](=[O:28])[C:15]4[CH:16]=[CH:17][CH:18]=[CH:19][C:20]=4[C:21]3=[O:27])=[C:12]([OH:29])[C:11]=2[CH2:10][CH2:9]1)=[O:7])(=[O:3])[CH3:2].[Br:31]Br.C12OC1CCCC2.Br>C(Cl)(Cl)(Cl)Cl.C(Cl)(Cl)Cl>[Br:31][CH:10]1[CH2:9][C@@:8]([C:6](=[O:7])[CH2:5][O:4][C:1](=[O:3])[CH3:2])([OH:30])[CH2:25][C:24]2[C:23]([OH:26])=[C:22]3[C:13]([C:14](=[O:28])[C:15]4[CH:16]=[CH:17][CH:18]=[CH:19][C:20]=4[C:21]3=[O:27])=[C:12]([OH:29])[C:11]1=2. Reported procedure: Treatment of 9(R)-acetoxyacetyl-6,9,11-trihydroxy-5,7,8,9,10,12-hexahydronaphthacene-5,12-dione (3.5 g) with bromine (3.41 g) was effected in a refluxing mixture of chloroform (875 ml) and carbon tetrachloride (1750 ml) with heating for 3 hours, while the reaction mixture was irradiated with 500 W lamp as radical reaction initiator in the presence of cyclohexene oxide (2.51 g) as a scavenger of the generated HBr. The solvent was removed under reduced pressure and ether (52.5 ml) was added to the...